This data is from the Open Reaction Database (ORD), a public repository of structured organic reaction records. The task is: describe an organic reaction: reactants, conditions, products, and yield Starting materials: CCCC[N+](CCCC)(CCCC)CCCC.[F-] (TBAF), C(C)(C)(C)OC(=O)N(C1=CC=C(C=C1)C=CC1=CC=C(OCCOCCOS(=O)(=O)C)C=C1)C (Methanesulfonic acid 2-[2-(4-{2-[4-(tert-butoxycarbonyl-methyl-amino)-phenyl]-vinyl}-phenoxy)-ethoxy]-ethyl ester), ClCCl (dichloromethane). Run in C1CCOC1 (THF). Yields the product C(C)(C)(C)OC(N(C)C1=CC=C(C=C1)C=CC1=CC=C(C=C1)OCCOCCF)=O ([4-(2-{4-[2-(2-Fluoro-ethoxy)-ethoxy]-phenyl}-vinyl)-phenyl]-methyl-carbamic acid tert-butyl ester). Isolated yield 56.2%. As a reaction SMILES: CCCC[N+](CCCC)(CCCC)CCCC.[F-:18].[C:19]([O:23][C:24]([N:26]([CH3:52])[C:27]1[CH:32]=[CH:31][C:30]([CH:33]=[CH:34][C:35]2[CH:51]=[CH:50][C:38]([O:39][CH2:40][CH2:41][O:42][CH2:43][CH2:44]OS(C)(=O)=O)=[CH:37][CH:36]=2)=[CH:29][CH:28]=1)=[O:25])([CH3:22])([CH3:21])[CH3:20].ClCCl>C1COCC1>[C:19]([O:23][C:24](=[O:25])[N:26]([C:27]1[CH:32]=[CH:31][C:30]([CH:33]=[CH:34][C:35]2[CH:51]=[CH:50][C:38]([O:39][CH2:40][CH2:41][O:42][CH2:43][CH2:44][F:18])=[CH:37][CH:36]=2)=[CH:29][CH:28]=1)[CH3:52])([CH3:22])([CH3:21])[CH3:20] |f:0.1|. Reported procedure: Anhydrous TBAF (Cox D P, et al., J Org Chem. 1984; 49:3216-19) (38.5 mg 0.15 mmol) was added to a solution of compound 10a (14.5 mg, 0.03 mmol) in anhydrous THF (3 ml). The mixture was refluxed for 4 hours. After cooled to room temperature, standard workup with dichloromethane was applied and the residue was purified by silica gel preparative TLC (2% methanol in dichloromethane) to afford compound 11a (7 mg, 57%): 1H NMR δ 7.43 (d, 4H, J=8.6 Hz), 7.20 (d, 2H, J=8.4 Hz), 6.97 (q, 2H), 6.91 (d, 2H...